Dataset: the Open Reaction Database (ORD), a public repository of structured organic reaction records. Task: describe an organic reaction: reactants, conditions, products, and yield The reactants are C(C1=CC=CC=C1)N1C(=NC=2C1=NC=CC2)Cl (3-benzyl-2-chloro-3H-imidazo[4,5-b]pyridine), CN1CCNCC1 (N-methylpiperazine). Run in C(Cl)(Cl)Cl (chloroform). Product: C(C1=CC=CC=C1)N1C(=NC=2C1=NC=CC2)N2CCN(CC2)C (3-benzyl-2-(4-methylpiperazin-1-yl)-3H-imidazo[4,5-b]pyridine). RXN SMILES: [CH2:1]([N:8]1[C:12]2=[N:13][CH:14]=[CH:15][CH:16]=[C:11]2[N:10]=[C:9]1Cl)[C:2]1[CH:7]=[CH:6][CH:5]=[CH:4][CH:3]=1.[CH3:18][N:19]1[CH2:24][CH2:23][NH:22][CH2:21][CH2:20]1>C(Cl)(Cl)Cl>[CH2:1]([N:8]1[C:12]2=[N:13][CH:14]=[CH:15][CH:16]=[C:11]2[N:10]=[C:9]1[N:22]1[CH2:23][CH2:24][N:19]([CH3:18])[CH2:20][CH2:21]1)[C:2]1[CH:7]=[CH:6][CH:5]=[CH:4][CH:3]=1. Reported procedure: Grams 2.5 3-benzyl-2-chloro-3H-imidazo[4,5-b]pyridine and 4 ml N-methylpiperazine are heated at 130°-140° C. for 2 hours, then it is cooled, taken up with a few milliliters of chloroform, and separated by chromatography on silica gel column, first eluting with chloroform and then with chloroform:methyl alcohol (95:5). Therefore it is obtained 1 g 3-benzyl-2-(4-methylpiperazin-1-yl)-3H-imidazo[4,5-b]pyridine, which is dissolved in 5 ml absolute ethyl alcohol and added to a solution of 0.8 g fumar... Reactants: CCN(CC)Cc1ccc(N)cc1C(F)(F)F, CO, O=C(O)Cc1c(Cl)cc(-n2cnc3cccnc32)cc1Cl, ClCCl. The product is CCN(CC)Cc1ccc(NC(=O)Cc2c(Cl)cc(-n3cnc4cccnc43)cc2Cl)cc1C(F)(F)F. Reaction SMILES: [CH2:22]([CH3:23])[N:24]([CH2:25][CH3:26])[CH2:27][c:28]1[c:29]([C:35]([F:36])([F:37])[F:38])[cH:30][c:31]([NH2:34])[cH:32][cH:33]1.[CH3:42][OH:43].[Cl:1][c:2]1[c:3]([CH2:18][C:19](=[O:20])[OH:21])[c:4]([Cl:17])[cH:5][c:6](-[n:8]2[cH:9][n:10][c:11]3[c:12]2[n:13][cH:14][cH:15][cH:16]3)[cH:7]1.[Cl:39][CH2:40][Cl:41]>>[Cl:1][c:2]1[c:3]([CH2:18][C:19](=[O:20])[NH:34][c:31]2[cH:30][c:29]([C:35]([F:36])([F:37])[F:38])[c:28]([CH2:27][N:24]([CH2:22][CH3:23])[CH2:25][CH3:26])[cH:33][cH:32]2)[c:4]([Cl:17])[cH:5][c:6](-[n:8]2[cH:9][n:10][c:11]3[c:12]2[n:13][cH:14][cH:15][cH:16]3)[cH:7]1. Starting materials: FC(C(=O)O)(F)F.NC1=CC=C(C=C1)C1=NOC(N1)=O (3-(4-amino-phenyl)-1,2,4-oxadiazol-5(4H)-one 2,2,2-trifluoroacetate), C1=CN(C=N1)C(=O)N2C=CN=C2 (CDI), CCO (EtOH), Cl.FC(C1=CC=C(C=C1)[C@H](N)C1=NC=CC=C1C(F)(F)F)(F)F ((S)-(4-(Trifluoromethyl)phenyl)(3-(trifluoromethyl)pyridin-2-yl)methanamine hydrochloride), CCN(C(C)C)C(C)C (DIPEA), CCN(C(C)C)C(C)C (DIPEA). The solvent is C(Cl)Cl (DCM), C(Cl)Cl (DCM), O (water), C(Cl)Cl (DCM). Reaction conditions: time 3.5 hour. Product: O=C1NC(=NO1)C1=CC=C(C=C1)NC(=O)N[C@H](C1=NC=CC=C1C(F)(F)F)C1=CC=C(C=C1)C(F)(F)F ((S)-1-(4-(5-Oxo-4,5-dihydro-1,2,4-oxadiazol-3-yl)phenyl)-3-((4-(trifluoromethyl)phenyl)(3-(trifluoromethyl)pyridin-2-yl)methyl)urea). Reaction SMILES: FC(F)(F)C(O)=O.[NH2:8][C:9]1[CH:14]=[CH:13][C:12]([C:15]2[NH:19][C:18](=[O:20])[O:17][N:16]=2)=[CH:11][CH:10]=1.C1N=CN(C(N2C=NC=C2)=O)C=1.CCN(C(C)C)C(C)C.C[CH2:43][OH:44].Cl.[F:46][C:47]([F:67])([F:66])[C:48]1[CH:53]=[CH:52][C:51]([C@@H:54]([C:56]2[C:61]([C:62]([F:65])([F:64])[F:63])=[CH:60][CH:59]=[CH:58][N:57]=2)[NH2:55])=[CH:50][CH:49]=1>C(Cl)Cl.O>[O:20]=[C:18]1[O:17][N:16]=[C:15]([C:12]2[CH:11]=[CH:10][C:9]([NH:8][C:43]([NH:55][C@@H:54]([C:51]3[CH:52]=[CH:53][C:48]([C:47]([F:67])([F:46])[F:66])=[CH:49][CH:50]=3)[C:56]3[C:61]([C:62]([F:63])([F:64])[F:65])=[CH:60][CH:59]=[CH:58][N:57]=3)=[O:44])=[CH:14][CH:13]=2)[NH:19]1 |f:0.1,5.6|. Procedure details: A 25 mL round-bottomed flask containing a solution of 3-(4-amino-phenyl)-1,2,4-oxadiazol-5(4H)-one 2,2,2-trifluoroacetate (0.107 g, 0.367 mmol) and CDI (0.140 g, 0.863 mmol) in anhydrous DCM (3.5 mL) was treated with DIPEA (0.200 mL, 1.150 mmol) and stirred for 3.5 h at rt. A solution of(S)-(4-(trifluoromethyl)phenyl)(3-(trifluoromethyl)pyridin-2-yl)methanamine hydrochloride (Intermediate 1) (0.118 g, 0.368 mmol) in anhydrous DCM (3.5 mL) was added followed by DIPEA (0.200 mL, 1.150 mmol), and t... Reactants: [Al+3], CC1(C(=O)N2CCC(n3c(=O)[nH]c4ccccc43)CC2)OCc2ccccc2-n2cccc21, [H-], [H-], [H-], [H-], [Li+], C1CCOC1. The product is CC1(CN2CCC(n3c(=O)[nH]c4ccccc43)CC2)OCc2ccccc2-n2cccc21. As a reaction SMILES: [Al+3:35].[CH3:1][C:2]1([C:16](=[O:17])[N:18]2[CH2:19][CH2:20][CH:21]([n:24]3[c:25](=[O:33])[nH:26][c:27]4[c:28]3[cH:29][cH:30][cH:31][cH:32]4)[CH2:22][CH2:23]2)[c:3]2[n:4]([cH:13][cH:14][cH:15]2)-[c:5]2[c:6]([cH:9][cH:10][cH:11][cH:12]2)[CH2:7][O:8]1.[H-:34].[H-:37].[H-:38].[H-:39].[Li+:36].[O:40]1[CH2:41][CH2:42][CH2:43][CH2:44]1>>[CH3:1][C:2]1([CH2:16][N:18]2[CH2:19][CH2:20][CH:21]([n:24]3[c:25](=[O:33])[nH:26][c:27]4[c:28]3[cH:29][cH:30][cH:31][cH:32]4)[CH2:22][CH2:23]2)[c:3]2[n:4]([cH:13][cH:14][cH:15]2)-[c:5]2[c:6]([cH:9][cH:10][cH:11][cH:12]2)[CH2:7][O:8]1. The reactants are FC1=CC=C(C=N1)C1=NC=CC=N1 (2-(6-fluoropyridin-3-yl)pyrimidine), O1CCOCC1 (dioxane), Cl (hydrochloric acid). Solvent: O (water). Conditions: temperature 100 celsius, time 1.5 hour. The product is N1=C(N=CC=C1)C=1C=CC(NC1)=O (5-(pyrimidin-2-yl)pyridin-2(1H)-one). The yield is 53.0%. RXN SMILES: F[C:2]1[N:7]=[CH:6][C:5]([C:8]2[N:13]=[CH:12][CH:11]=[CH:10][N:9]=2)=[CH:4][CH:3]=1.[O:14]1CCOCC1.Cl>O>[N:9]1[CH:10]=[CH:11][CH:12]=[N:13][C:8]=1[C:5]1[CH:4]=[CH:3][C:2](=[O:14])[NH:7][CH:6]=1. Reported procedure: A resealable tube was charged with 2-(6-fluoropyridin-3-yl)pyrimidine (0.150 g, 0.856 mmol), dioxane (3.0 mL), and water (1.00 mL). Concentrated hydrochloric acid (37%)(0.25 mL) was added, the system was flushed with argon, the tube was sealed, and the reaction mixture stirred at 100° C. for 1.5 hours. The reaction mixture was then partitioned between EtOAc and saturated aqueous NaHCO3 solution. The aqueous phase was extracted with EtOAc. The combined organic phases were washed with brine, dried... Starting materials: C(C1=CC=CC=C1)OC(N[C@@H]1[C@H](C[C@@H](CC1)NC(=O)OC(C)(C)C)CCO)=O ((1S,2R,4R)-[4-tert-butoxycarbonylamino-2-(hydroxyethyl)-cyclohexyl]-carbamic acid benzyl ester), IC (iodomethane), Ag2O. The solvent is CN(C)C=O (DMF). Conditions: time 14 hour. Product: C(C1=CC=CC=C1)OC(N[C@@H]1[C@H](C[C@@H](CC1)NC(=O)OC(C)(C)C)CCOC)=O ((1S,2R,4R)-[4-tert-butoxycarbonylamino-2-(methoxyethyl)-cyclohexyl]-carbamic acid benzyl ester). RXN SMILES: [CH2:1]([O:8][C:9](=[O:28])[NH:10][C@H:11]1[CH2:16][CH2:15][C@@H:14]([NH:17][C:18]([O:20][C:21]([CH3:24])([CH3:23])[CH3:22])=[O:19])[CH2:13][C@@H:12]1[CH2:25][CH2:26][OH:27])[C:2]1[CH:7]=[CH:6][CH:5]=[CH:4][CH:3]=1.I[CH3:30]>CN(C=O)C>[CH2:1]([O:8][C:9](=[O:28])[NH:10][C@H:11]1[CH2:16][CH2:15][C@@H:14]([NH:17][C:18]([O:20][C:21]([CH3:22])([CH3:23])[CH3:24])=[O:19])[CH2:13][C@@H:12]1[CH2:25][CH2:26][O:27][CH3:30])[C:2]1[CH:7]=[CH:6][CH:5]=[CH:4][CH:3]=1. Procedure: A solution of [(1S,2R,4R)-[4-tert-butoxycarbonylamino-2-(hydroxyethyl)-cyclohexyl]-carbamic acid benzyl ester (0.42 g, 1.07 mmol) in DMF (4 mL) was charged with iodomethane (20 mL) and Ag2O (1.24 g, 5.35 mmol) and stirred at RT for 14 h. The mixture was filtered and the filtrate was diluted with sat. NaHCO3 and minimum EtOAc. The mixture was separated (organic on bottom). The aqueous was extracted with EtOAc, and the combined organic extracts were washed with brine, dried (Na2SO4), filtered, and...